From a dataset of the Open Reaction Database (ORD), a public repository of structured organic reaction records. describe an organic reaction: reactants, conditions, products, and yield The reactants are CCS(=O)(=O)N1CCC(c2c[nH]c3c(C(N)=O)cc(Br)cc23)CC1, CCCCCNCc1ccc(B(O)O)s1, [K+], [K+], O=C([O-])[O-], c1ccc(P(c2ccccc2)(c2ccccc2)[Pd](P(c2ccccc2)(c2ccccc2)c2ccccc2)(P(c2ccccc2)(c2ccccc2)c2ccccc2)P(c2ccccc2)(c2ccccc2)c2ccccc2)cc1. The product is CCCCCNCc1ccc(-c2cc(C(N)=O)c3[nH]cc(C4CCN(S(=O)(=O)CC)CC4)c3c2)s1. RXN SMILES: [Br:16][c:17]1[cH:18][c:19]2[c:20]([CH:29]3[CH2:30][CH2:31][N:32]([S:35](=[O:36])(=[O:37])[CH2:38][CH3:39])[CH2:33][CH2:34]3)[cH:21][nH:22][c:23]2[c:24]([C:26](=[O:27])[NH2:28])[cH:25]1.[CH2:1]([CH2:2][CH2:3][CH2:4][CH3:5])[NH:6][CH2:7][c:8]1[cH:9][cH:10][c:11]([B:13]([OH:14])[OH:15])[s:12]1.[K+:40].[K+:41].[O-:42][C:43]([O-:44])=[O:45].[cH:46]1[cH:47][cH:48][c:49]([P:50]([Pd:51]([P:52]([c:53]2[cH:54][cH:55][cH:56][cH:57][cH:58]2)([c:59]2[cH:60][cH:61][cH:62][cH:63][cH:64]2)[c:65]2[cH:66][cH:67][cH:68][cH:69][cH:70]2)([P:71]([c:72]2[cH:73][cH:74][cH:75][cH:76][cH:77]2)([c:78]2[cH:79][cH:80][cH:81][cH:82][cH:83]2)[c:84]2[cH:85][cH:86][cH:87][cH:88][cH:89]2)[P:90]([c:91]2[cH:92][cH:93][cH:94][cH:95][cH:96]2)([c:97]2[cH:98][cH:99][cH:100][cH:101][cH:102]2)[c:103]2[cH:104][cH:105][cH:106][cH:107][cH:108]2)([c:109]2[cH:110][cH:111][cH:112][cH:113][cH:114]2)[c:115]2[cH:116][cH:117][cH:118][cH:119][cH:120]2)[cH:121][cH:122]1>>[CH2:1]([CH2:2][CH2:3][CH2:4][CH3:5])[NH:6][CH2:7][c:8]1[cH:9][cH:10][c:11](-[c:17]2[cH:18][c:19]3[c:20]([CH:29]4[CH2:30][CH2:31][N:32]([S:35](=[O:36])(=[O:37])[CH2:38][CH3:39])[CH2:33][CH2:34]4)[cH:21][nH:22][c:23]3[c:24]([C:26](=[O:27])[NH2:28])[cH:25]2)[s:12]1.